Dataset: the Open Reaction Database (ORD), a public repository of structured organic reaction records. Task: describe an organic reaction: reactants, conditions, products, and yield The reactants are FC1=C(C=CC=C1)C1NCCC1 ((RS)-2-(2-fluoro-phenyl)-pyrrolidine), C1(=CC=C(C=C1)S(=O)(=O)Cl)C (toluene-4-sulfonyl chloride). Yields the product FC1=C(C=CC=C1)C1N(CCC1)S(=O)(=O)C1=CC=C(C=C1)C ((RS)-2-(2-Fluoro-phenyl)-1-(toluene-4-sulfonyl)-pyrrolidine). As a reaction SMILES: [F:1][C:2]1[CH:7]=[CH:6][CH:5]=[CH:4][C:3]=1[CH:8]1[CH2:12][CH2:11][CH2:10][NH:9]1.[C:13]1([CH3:23])[CH:18]=[CH:17][C:16]([S:19](Cl)(=[O:21])=[O:20])=[CH:15][CH:14]=1>>[F:1][C:2]1[CH:7]=[CH:6][CH:5]=[CH:4][C:3]=1[CH:8]1[CH2:12][CH2:11][CH2:10][N:9]1[S:19]([C:16]1[CH:17]=[CH:18][C:13]([CH3:23])=[CH:14][CH:15]=1)(=[O:21])=[O:20]. Procedure details: The title compound, white solid, m.p. 143° C. and MS: m/e=320.3 (M+H+) was prepared in accordance with the general method of example 1e from (RS)-2-(2-fluoro-phenyl)-pyrrolidine and toluene-4-sulfonyl chloride. The product is O=C1CC(c2ccc(Cl)cc2)C2(C(=O)Nc3cc(Cl)ccc32)C(c2cccc(Cl)c2)N1. As a reaction SMILES: [CH2:1]([O:2][C:3](=[O:4])[N:6]1[C:7](=[O:36])[C:8]2([c:9]3[cH:10][cH:11][c:12]([Cl:15])[cH:13][c:14]31)[CH:16]([c:29]1[cH:30][c:31]([Cl:35])[cH:32][cH:33][cH:34]1)[NH:17][C:18](=[O:28])[CH2:19][CH:20]2[c:21]1[cH:22][cH:23][c:24]([Cl:27])[cH:25][cH:26]1)[CH3:5].[CH3:39][OH:40].[Na+:38].[OH-:37]>>[NH:6]1[C:7](=[O:36])[C:8]2([c:9]3[cH:10][cH:11][c:12]([Cl:15])[cH:13][c:14]31)[CH:16]([c:29]1[cH:30][c:31]([Cl:35])[cH:32][cH:33][cH:34]1)[NH:17][C:18](=[O:28])[CH2:19][CH:20]2[c:21]1[cH:22][cH:23][c:24]([Cl:27])[cH:25][cH:26]1. Reactants: CCOC(=O)N1C(=O)C2(c3ccc(Cl)cc31)C(c1ccc(Cl)cc1)CC(=O)NC2c1cccc(Cl)c1, CO, [Na+], [OH-]. As a reaction SMILES: [Cl:1][C:2]1[CH:7]=[CH:6][C:5]([C:8]2([OH:21])[CH2:13][CH2:12][N:11]([C:14]([O:16][C:17]([CH3:20])([CH3:19])[CH3:18])=[O:15])[CH2:10][CH2:9]2)=[C:4]([CH2:22]O)[CH:3]=1.C1(P(C2C=CC=CC=2)C2C=CC=CC=2)C=CC=CC=1.CCOC(/N=N/C(OCC)=O)=O>C1COCC1>[Cl:1][C:2]1[CH:3]=[C:4]2[C:5](=[CH:6][CH:7]=1)[C:8]1([CH2:9][CH2:10][N:11]([C:14]([O:16][C:17]([CH3:18])([CH3:20])[CH3:19])=[O:15])[CH2:12][CH2:13]1)[O:21][CH2:22]2. Yields the product ClC=1C=C2COC3(CCN(CC3)C(=O)OC(C)(C)C)C2=CC1 (tert-Butyl 5-chloro-3H-spiro[isobenzofuran-1,4′-piperidine]-1′-carboxylate). Conditions: time 8 hour. The yield is 96.6%. Procedure details: A solution of tert-butyl 4-(4-chloro-2-(hydroxymethyl)phenyl)-4-hydroxypiperidine-1-carboxylate (1.3 g, 3.80 mmol) and triphenylphosphine (1.496 g, 5.70 mmol) in THF (20 mL) was treated with DEAD (0.903 mL, 5.70 mmol), and the mixture was stirred overnight at room temperature. The mixture was concentrated in-vacuo, and the residue was purified over silica gel, eluting with ethyl acetate/hexanes (5%-25% ethyl acetate), to yield the title compound (1.19 g, 3.67 mmol, 97% yield) as a colorless oil. Starting materials: ClC1=CC(=C(C=C1)C1(CCN(CC1)C(=O)OC(C)(C)C)O)CO (tert-butyl 4-(4-chloro-2-(hydroxymethyl)phenyl)-4-hydroxypiperidine-1-carboxylate), C1(=CC=CC=C1)P(C1=CC=CC=C1)C1=CC=CC=C1 (triphenylphosphine), CCOC(=O)/N=N/C(=O)OCC (DEAD). The solvent is C1CCOC1 (THF). Starting materials: four, C1=CC=CC=C1 (benzene), CC(C1=CC=CC=C1)(C)N (α,α-dimethylbenzylamine), BrC(C(=O)Cl)C(C)C (α-bromo-isovaleryl chloride). Run in C(C)N(CC)CC (triethylamine). Conditions: time 3 hour. Product: CC(C1=CC=CC=C1)(C)NC(C(C(C)C)Br)=O (N-(α,α-dimethylbenzyl)-α-bromo-isovaleramide). Yield: 85.1%. As a reaction SMILES: C1C=CC=CC=1.[CH3:7][C:8]([NH2:16])([CH3:15])[C:9]1[CH:14]=[CH:13][CH:12]=[CH:11][CH:10]=1.[Br:17][CH:18]([CH:22]([CH3:24])[CH3:23])[C:19](Cl)=[O:20]>C(N(CC)CC)C>[CH3:7][C:8]([NH:16][C:19](=[O:20])[CH:18]([Br:17])[CH:22]([CH3:24])[CH3:23])([CH3:15])[C:9]1[CH:14]=[CH:13][CH:12]=[CH:11][CH:10]=1. Procedure: Into a 200 ml four necked flask, there were charged benzene (100 ml), α,α-dimethylbenzylamine (9 g) and triethylamine (7.4 g), and α-bromo-isovaleryl chloride (13.3 g) was dropwise added thereto while stirring at room temperature. Stirring was continued for 3 hours. The reaction mixture was washed with water to remove triethylamine hydrochloride. After the benzene layer was dried over anhydrous sodium sulfate, the solvent was distilled off under reduced pressure. The obtained residue was recryst... The reactants are O=C([O-])[O-], CS(C)=O, N#Cc1ccc(Oc2ccc(CN3CCC(c4ccccc4)C3)cc2Cl)nc1, [K+], [K+], OO. Yields the product NC(=O)c1ccc(Oc2ccc(CN3CCC(c4ccccc4)C3)cc2Cl)nc1. As a reaction SMILES: [C:29]([O-:30])(=[O:31])[O-:32].[CH3:37][S:38]([CH3:39])=[O:40].[Cl:1][c:2]1[c:3]([O:4][c:5]2[n:6][cH:7][c:8]([C:9]#[N:10])[cH:11][cH:12]2)[cH:13][cH:14][c:15]([CH2:17][N:18]2[CH2:19][CH:20]([c:23]3[cH:24][cH:25][cH:26][cH:27][cH:28]3)[CH2:21][CH2:22]2)[cH:16]1.[K+:33].[K+:34].[OH:35][OH:36]>>[Cl:1][c:2]1[c:3]([O:4][c:5]2[n:6][cH:7][c:8]([C:9]([NH2:10])=[O:30])[cH:11][cH:12]2)[cH:13][cH:14][c:15]([CH2:17][N:18]2[CH2:19][CH:20]([c:23]3[cH:24][cH:25][cH:26][cH:27][cH:28]3)[CH2:21][CH2:22]2)[cH:16]1. Reactants: [Br-], [Br-], [Br-], CC(=O)NCCc1ccc(C(C)=O)cc1, CCCC[N+](CCCC)(CCCC)CCCC, CCCC[N+](CCCC)(CCCC)CCCC, CCCC[N+](CCCC)(CCCC)CCCC, ClCCl, CO. Product: CC(=O)NCCc1ccc(C(=O)CBr)cc1. Reaction SMILES: [Br-:18].[Br-:19].[Br-:20].[C:1]([CH3:2])(=[O:3])[c:4]1[cH:5][cH:6][c:7]([CH2:10][CH2:11][NH:12][C:13]([CH3:14])=[O:15])[cH:8][cH:9]1.[CH2:21]([N+:22]([CH2:23][CH2:24][CH2:25][CH3:26])([CH2:27][CH2:28][CH2:29][CH3:30])[CH2:31][CH2:32][CH2:33][CH3:34])[CH2:35][CH2:36][CH3:37].[CH2:38]([N+:39]([CH2:40][CH2:41][CH2:42][CH3:43])([CH2:44][CH2:45][CH2:46][CH3:47])[CH2:48][CH2:49][CH2:50][CH3:51])[CH2:52][CH2:53][CH3:54].[CH2:55]([N+:56]([CH2:57][CH2:58][CH2:59][CH3:60])([CH2:61][CH2:62][CH2:63][CH3:64])[CH2:65][CH2:66][CH2:67][CH3:68])[CH2:69][CH2:70][CH3:71].[CH2:72]([Cl:73])[Cl:74].[CH3:16][OH:17]>>[C:1]([CH2:2][Br:18])(=[O:3])[c:4]1[cH:5][cH:6][c:7]([CH2:10][CH2:11][NH:12][C:13]([CH3:14])=[O:15])[cH:8][cH:9]1.